From a dataset of the Open Reaction Database (ORD), a public repository of structured organic reaction records. describe an organic reaction: reactants, conditions, products, and yield The reactants are C([O-])([O-])=O.[Cs+].[Cs+] (cesium carbonate), ClC=1C=NC=C(C1)Cl (3,5-dichloropyridine), C(#C)C=1C=C(C#N)C=CC1 (3-ethynylbenzonitrile), C1(CCCCC1)P(C1=C(C=CC=C1)C1=C(C=C(C=C1C(C)C)C(C)C)C(C)C)C1CCCCC1 (2-dicyclohexylphosphino-2′,4′,6′-tri-isopropyl-1,1′-biphenyl). The reagents and catalysts are [Pd](Cl)Cl.C(C)#N.C(C)#N (bis(acetonitrile) palladium (II) chloride). Run at temperature 110 celsius, time 16 hour. Yields the product ClC=1C=C(C=NC1)C#CC=1C=C(C#N)C=CC1 (3-(5-Chloropyridin-3-ylethynyl)-benzonitrile). Isolated yield 18.6%. RXN SMILES: C(=O)([O-])[O-].[Cs+].[Cs+].Cl[C:8]1[CH:9]=[N:10][CH:11]=[C:12]([Cl:14])[CH:13]=1.[C:15]([C:17]1[CH:18]=[C:19]([CH:22]=[CH:23][CH:24]=1)[C:20]#[N:21])#[CH:16].C1(P(C2CCCCC2)C2C=CC=CC=2C2C(C(C)C)=CC(C(C)C)=CC=2C(C)C)CCCCC1>[Pd](Cl)Cl.C(#N)C.C(#N)C>[Cl:14][C:12]1[CH:13]=[C:8]([C:16]#[C:15][C:17]2[CH:18]=[C:19]([CH:22]=[CH:23][CH:24]=2)[C:20]#[N:21])[CH:9]=[N:10][CH:11]=1 |f:0.1.2,6.7.8|. Procedure: Add cesium carbonate (6.59 g, 20.25 mmol) to a degassed mixture of 3,5-dichloropyridine (1 g, 6.75 mmol), 3-ethynylbenzonitrile, (prepared as described in PREPARATION 8), (1.29 g, 10.12 mmol) 2-dicyclohexylphosphino-2′,4′,6′-tri-isopropyl-1,1′-biphenyl (X-PHOS) (96.3 mg, 0.202 mmol) and bis(acetonitrile) palladium (II) chloride (17.5 mg, 0.068). Stir at 110° C. in a sealed tube for 16 h. Cool to room temperature. Quench with water, and extract the product with ethyl acetate. Concentrate and puri... The reactants are CN1N=CC(=C1)C1=CC=C(C=N1)C(=O)O (6-(1-methyl-1H-pyrazol-4-yl)pyridine-3-carboxylic Acid), S(=O)(Cl)Cl (thionyl chloride). The product is CN1N=CC(=C1)C1=CC=C(C=N1)C(=O)Cl (6-(1-methyl-1H-pyrazol-4-yl)pyridine-3-carbonyl chloride). Procedure details: A suspension of 6-(1-methyl-1H-pyrazol-4-yl)pyridine-3-carboxylic Acid (0.48 g) in thionyl chloride (5.0 ml) was stirred at room temperature for 2 hours. The volatile material was removed under reduced pressure to afford 6-(1-methyl-1H-pyrazol-4-yl)pyridine-3-carbonyl chloride as a solid, which was utilized without further purification. RXN SMILES: [CH3:1][N:2]1[CH:6]=[C:5]([C:7]2[N:12]=[CH:11][C:10]([C:13]([OH:15])=O)=[CH:9][CH:8]=2)[CH:4]=[N:3]1.S(Cl)([Cl:18])=O>>[CH3:1][N:2]1[CH:6]=[C:5]([C:7]2[N:12]=[CH:11][C:10]([C:13]([Cl:18])=[O:15])=[CH:9][CH:8]=2)[CH:4]=[N:3]1. Conditions: time 2 hour. Starting materials: CC(=O)OCCOc1ccc2oc3cc(C(N)=O)ccc3c(=O)c2c1, CN(C)C=O, O, O=S(Cl)Cl. The product is CC(=O)OCCOc1ccc2oc3cc(C#N)ccc3c(=O)c2c1. As a reaction SMILES: [C:1]([CH3:2])(=[O:3])[O:4][CH2:5][CH2:6][O:7][c:8]1[cH:9][cH:10][c:11]2[o:12][c:13]3[cH:14][c:15]([C:23](=[O:24])[NH2:25])[cH:16][cH:17][c:18]3[c:19](=[O:22])[c:20]2[cH:21]1.[CH3:31][N:32]([CH3:33])[CH:34]=[O:35].[OH2:30].[S:26]([Cl:27])([Cl:28])=[O:29]>>[C:1]([CH3:2])(=[O:3])[O:4][CH2:5][CH2:6][O:7][c:8]1[cH:9][cH:10][c:11]2[o:12][c:13]3[cH:14][c:15]([C:23]#[N:25])[cH:16][cH:17][c:18]3[c:19](=[O:22])[c:20]2[cH:21]1. Starting materials: Cl.NCC1=CC=C(C(=O)NCCC(=O)OCC)C=C1 (Ethyl 3-(4-aminomethylbenzoylamino)propanoate hydrochloride), C(=O)([O-])[O-].[K+].[K+] (K2CO3), [BH-](OC(=O)C)(OC(=O)C)OC(=O)C.[Na+] (NaBH(OAc)3), O1CCOC12CCC(CC2)=O (1,4-dioxaspiro[4.5]decan-8-one). Run in ClCCCl (1,2-dichloroethane). Run at temperature 25 celsius, time 16 hour. Yields the product C(C)OC(CCNC(C1=CC=C(C=C1)CNC1CCC2(OCCO2)CC1)=O)=O (3-{4-[(1,4-Dioxaspiro[4.5]dec-8-ylamino)methyl]benzoylamino}propionic Acid Ethyl Ester). RXN SMILES: Cl.[NH2:2][CH2:3][C:4]1[CH:19]=[CH:18][C:7]([C:8]([NH:10][CH2:11][CH2:12][C:13]([O:15][CH2:16][CH3:17])=[O:14])=[O:9])=[CH:6][CH:5]=1.C([O-])([O-])=O.[K+].[K+].[O:26]1[C:30]2([CH2:35][CH2:34][C:33](=O)[CH2:32][CH2:31]2)[O:29][CH2:28][CH2:27]1.[BH-](OC(C)=O)(OC(C)=O)OC(C)=O.[Na+]>ClCCCl>[CH2:16]([O:15][C:13](=[O:14])[CH2:12][CH2:11][NH:10][C:8](=[O:9])[C:7]1[CH:6]=[CH:5][C:4]([CH2:3][NH:2][CH:33]2[CH2:34][CH2:35][C:30]3([O:29][CH2:28][CH2:27][O:26]3)[CH2:31][CH2:32]2)=[CH:19][CH:18]=1)[CH3:17] |f:0.1,2.3.4,6.7|. Procedure: 1.2 g Ethyl 3-(4-aminomethylbenzoylamino)propanoate hydrochloride (4.18 mmol) was mixed with 20 mL 1,2-dichloroethane and 6 mL saturated K2CO3 by vigorous stirring. The phases were separated and the aqueous phase was extracted with another 20 mL 1,2-dichloroethane. 240 μL HOAc was added to the combined 1,2-dichloroethane phase followed by 0.691 g 1,4-dioxaspiro[4.5]decan-8-one (4.42 mmol). 1.272 g NaBH(OAc)3 (6 mmol) was added and the reaction was stirred for 16 hours at 25° C. The reaction volu... Starting materials: C([O-])([O-])=O.[K+].[K+] (potassium carbonate), ClC=1C(=C(C=CC1)O)C (3-chloro-2-methylphenol), C(C1=CC=CC=C1)Cl (benzyl chloride), C([O-])([O-])=O.[K+].[K+] (potassium carbonate). Solvent: C(C)C(=O)C (methyl ethyl ketone). Conditions: time 8 hour. The product is C(C1=CC=CC=C1)OC1=C(C(=CC=C1)Cl)C (2-Benzyloxy-6-chlorotoluene). Yield: 88.3%. RXN SMILES: [Cl:1][C:2]1[C:3]([CH3:9])=[C:4]([OH:8])[CH:5]=[CH:6][CH:7]=1.[CH2:10](Cl)[C:11]1[CH:16]=[CH:15][CH:14]=[CH:13][CH:12]=1.C(=O)([O-])[O-].[K+].[K+]>C(C(C)=O)C>[CH2:10]([O:8][C:4]1[CH:5]=[CH:6][CH:7]=[C:2]([Cl:1])[C:3]=1[CH3:9])[C:11]1[CH:16]=[CH:15][CH:14]=[CH:13][CH:12]=1 |f:2.3.4|. Reported procedure: A mixture of 143 g (1.0 mol) of 3-chloro-2-methylphenol, 139 g (1.1 mol) of benzyl chloride, 276 g (2.0 mol) of potassium carbonate and 680 g of methyl ethyl ketone (MEK) is heated under reflux with stirring. After 8 hours, a further 25 g (0.18 mol) of potassium carbonate are added and the mixture is then heated under reflux for a further 8 hours. The batch is filtered and the filter cake is washed with MEK. After working up by distillation, 206 g of 2-benzyloxy-6-chlorotoluene (b.p. 161 ° C., 3... Starting materials: O=c1ccc2cc(I)ccc2[nH]1, O=P(Cl)(Cl)Cl. Yields the product Clc1ccc2cc(I)ccc2n1. Reaction SMILES: [I:1][c:2]1[cH:3][c:4]2[cH:5][cH:6][c:7](=[O:12])[nH:8][c:9]2[cH:10][cH:11]1.[P:13]([Cl:14])([Cl:15])([Cl:16])=[O:17]>>[I:1][c:2]1[cH:3][c:4]2[cH:5][cH:6][c:7]([Cl:15])[n:8][c:9]2[cH:10][cH:11]1. The reactants are C(C)OP(=O)(OCC)CC(=O)OCC (ethyl diethylphosphonoacetate), S1N=NC2=C1C(=CC=C2)C=O (1,2,3-benzothiadiazole-7-carbaldehyde), O (Water), [H-].[Na+] (sodium hydride). The solvent is O1CCCC1 (tetrahydrofuran), O1CCCC1 (tetrahydrofuran), O1CCCC1 (tetrahydrofuran). Run at time 20 minute. Product: S1N=NC2=C1C(=CC=C2)/C=C/C(=O)OCC (ethyl(2E)-3-(1,2,3-benzothiadiazol-7-yl)acrylate). The yield is 98.2%. As a reaction SMILES: [H-].[Na+].C(OP([CH2:11][C:12]([O:14][CH2:15][CH3:16])=[O:13])(OCC)=O)C.[S:17]1[C:21]2[C:22]([CH:26]=O)=[CH:23][CH:24]=[CH:25][C:20]=2[N:19]=[N:18]1.O>O1CCCC1>[S:17]1[C:21]2[C:22](/[CH:26]=[CH:11]/[C:12]([O:14][CH2:15][CH3:16])=[O:13])=[CH:23][CH:24]=[CH:25][C:20]=2[N:19]=[N:18]1 |f:0.1|. Procedure: To a suspension of 55% sodium hydride (1.81 g, 41.5 mmol) in tetrahydrofuran (30 mL) was added a solution of ethyl diethylphosphonoacetate (8.31 mL, 41.5 mmol) in tetrahydrofuran (10 mL) at 0° C. and the mixture was stirred for 20 min. To the reaction mixture was added a solution of 1,2,3-benzothiadiazole-7-carbaldehyde (6.20 g, 37.8 mmol) in tetrahydrofuran (60 mL) at 0° C. and the mixture was stirred at room temperature for 4 hr. Water was added and the mixture was extracted with ethyl acetate... Starting materials: C(C)C1N=CC2=CC=CC=C2C1 (3-ethyl-3,4-dihydro-isoquinoline), [N+](=O)([O-])[O-].[K+] (potassium nitrate), [OH-].[NH4+] (ammonium hydroxide). The solvent is S(O)(O)(=O)=O (sulfuric acid). The product is C(C)C1N=CC2=CC(=CC=C2C1)[N+](=O)[O-] (3-Ethyl-7-nitro-3,4-dihydroisoquinoline). Isolated yield 91.0%. As a reaction SMILES: [CH2:1]([CH:3]1[CH2:12][C:11]2[C:6](=[CH:7][CH:8]=[CH:9][CH:10]=2)[CH:5]=[N:4]1)[CH3:2].[N+:13]([O-])([O-:15])=[O:14].[K+].[OH-].[NH4+]>S(=O)(=O)(O)O>[CH2:1]([CH:3]1[CH2:12][C:11]2[C:6](=[CH:7][C:8]([N+:13]([O-:15])=[O:14])=[CH:9][CH:10]=2)[CH:5]=[N:4]1)[CH3:2] |f:1.2,3.4|. Procedure details: To concentrated sulfuric acid (150 ml) at 0° C. was added 3-ethyl-3,4-dihydro-isoquinoline (20.1 g, 0.12 mols) and potassium nitrate (12.13 g, 0.12 mols). The reaction was allowed to warm to room temperature for 24 h. The reaction was poured onto ice (1.5 l) and then the aqueous phase was made basic with ammonium hydroxide. A solid crystallized and was collected by filtration to yield the title compound (22.3 g, 91%), m.p. 61-62° C. Reported procedure: To a magnetically stirred solution of 6 mgs of 1-methyl-4-(2-carboxyethyl)-7-(5-amino-1-pentynyl)-3,4-dihydro-1H-1,4-benzodiazepine-2,5-dione trifluoracetate (0.017 mmol) in 1.0 mL 10% potassium bicarbonate was added 31.0 mgs of formamidine sulfonic acid (0.25 mmol). After 30 minutes, the reaction mixture was quenched with 0.5 mL acetic acid and concentrated in vacuo. The resulting residue was diluted with 2 mL water and purified by high pressure liquid chromatography, using a 1/2" C-18 reverse-... The product is FC(C(=O)O)(F)F.CN1C(CN(C(C2=C1C=CC(=C2)C#CCCCNC(=N)N)=O)CCC(=O)O)=O (1-methyl-4-(2-carboxyethyl)-7-(5-guanidino-1-pentynyl)-3,4-dihydro-1H-1,4-benzodiazepine-2,5-dione trifluoracetate). Run at time 30 minute. RXN SMILES: [F:1][C:2]([F:7])([F:6])[C:3]([OH:5])=[O:4].[CH3:8][N:9]1[C:15]2[CH:16]=[CH:17][C:18]([C:20]#[C:21][CH2:22][CH2:23][CH2:24][NH2:25])=[CH:19][C:14]=2[C:13](=[O:26])[N:12]([CH2:27][CH2:28][C:29]([OH:31])=[O:30])[CH2:11][C:10]1=[O:32].[C:33](S(O)(=O)=O)([NH2:35])=[NH:34]>C(=O)(O)[O-].[K+]>[F:1][C:2]([F:7])([F:6])[C:3]([OH:5])=[O:4].[CH3:8][N:9]1[C:15]2[CH:16]=[CH:17][C:18]([C:20]#[C:21][CH2:22][CH2:23][CH2:24][NH:25][C:33]([NH2:35])=[NH:34])=[CH:19][C:14]=2[C:13](=[O:26])[N:12]([CH2:27][CH2:28][C:29]([OH:31])=[O:30])[CH2:11][C:10]1=[O:32] |f:0.1,3.4,5.6|. Solvent: C([O-])(O)=O.[K+] (potassium bicarbonate). Reactants: FC(C(=O)O)(F)F.CN1C(CN(C(C2=C1C=CC(=C2)C#CCCCN)=O)CCC(=O)O)=O (1-methyl-4-(2-carboxyethyl)-7-(5-amino-1-pentynyl)-3,4-dihydro-1H-1,4-benzodiazepine-2,5-dione trifluoracetate), C(=N)(N)S(=O)(=O)O (formamidine sulfonic acid). Yield: 53.0%.